Dataset: the Open Reaction Database (ORD), a public repository of structured organic reaction records. Task: describe an organic reaction: reactants, conditions, products, and yield The reactants are C(C)(=O)C=1C=NC=CC1 (3-acetylpyridine), COC(N(C)C)OC (N,N-dimethylformamide-dimethylacetal). Run in CN(C=O)C (dimethyl-formamide). Yields the product CN(C=CC(C=1C=NC=CC1)=O)C (N,N-dimethyl-3-oxo-3-(3-pyridinyl)-prop-1-enamine). Isolated yield 72.0%. As a reaction SMILES: [C:1]([C:4]1[CH:5]=[N:6][CH:7]=[CH:8][CH:9]=1)(=[O:3])[CH3:2].CO[CH:12](OC)[N:13]([CH3:15])[CH3:14]>CN(C)C=O>[CH3:12][N:13]([CH3:15])[CH:14]=[CH:2][C:1](=[O:3])[C:4]1[CH:5]=[N:6][CH:7]=[CH:8][CH:9]=1. Procedure details: A solution of 125 g of 3-acetylpyridine and 138 g of N,N-dimethylformamide-dimethylacetal in dry dimethyl-formamide was refluxed for 3 h, after which the solution was evaporated to dryness and the product triturated with ether to give N,N-dimethyl-3-oxo-3-(3-pyridinyl)-prop-1-enamine in 72% yield. To a solution of 10.2 g of this product in 2-methoxyethanol 3.2 g of hydrazine were added under nitrogen and the mixture was heated. After 2 h the solvent was removed in vacuo to give quantitatively 3-... The reactants are P(Br)(Br)Br (phosphorus tribromide), C(C)(C)(C)C1=CC=C(C=C1)C(C(CN1CC(OC(C1)C)C)C)O (1-(p-tert.-butyl-phenyl)-2-methyl-3-(2,6-dimethylmorpholin-4-yl)-1-propanol). The solvent is petroleum ether, petroleum ether, N1=CC=CC=C1 (pyridine). Conditions: time 3 hour. Product: BrC(C(CN1CC(OC(C1)C)C)C)C1=CC=C(C=C1)C(C)(C)C (1-bromo-1-(p-tert.-butyl-phenyl)-2-methyl-3-(2,6-dimethylmorpholin-4-yl)-propane). The yield is 200.5%. RXN SMILES: [C:1]([C:5]1[CH:10]=[CH:9][C:8]([CH:11](O)[CH:12]([CH3:22])[CH2:13][N:14]2[CH2:19][CH:18]([CH3:20])[O:17][CH:16]([CH3:21])[CH2:15]2)=[CH:7][CH:6]=1)([CH3:4])([CH3:3])[CH3:2].P(Br)(Br)[Br:25]>N1C=CC=CC=1>[Br:25][CH:11]([C:8]1[CH:9]=[CH:10][C:5]([C:1]([CH3:4])([CH3:3])[CH3:2])=[CH:6][CH:7]=1)[CH:12]([CH3:22])[CH2:13][N:14]1[CH2:19][CH:18]([CH3:20])[O:17][CH:16]([CH3:21])[CH2:15]1. Reported procedure: 21.6 g (0.07 mole) of 1-(p-tert.-butyl-phenyl)-2-methyl-3-(2,6-dimethylmorpholin-4-yl)-1-propanol (obtained according to Example 2) were dissolved in 250 ml of petroleum ether with 1.9 ml of pyridine and a solution of 2.9 ml (0.03 mole) of phosphorus tribromide in 50 ml of petroleum ether was added dropwise at -5° to -10° C. The mixture was subsequently stirred at room temperature for 3 hours and the precipitate was filtered off, washed with petroleum ether and dissolved in chloroform. The chlor...